From a dataset of the Open Reaction Database (ORD), a public repository of structured organic reaction records. describe an organic reaction: reactants, conditions, products, and yield The reactants are FC1=NC=C(C=C1C1=NC(=NC(=N1)C)N(CC1=CC=C(C=C1)OC)CC1=CC=C(C=C1)OC)[C@@H](C)N1CCN(CC1)S(=O)(=O)C ((R)-4-(2-fluoro-5-(1-(4-(methylsulfonyl)piperazin-1-yl)ethyl)pyridin-3-yl)-N,N-bis(4-methoxybenzyl)-6-methyl-1,3,5-triazin-2-amine), ClC1=C(C=C(C=N1)N)OC (6-chloro-5-methoxypyridin-3-amine), C[Si](C)(C)[N-][Si](C)(C)C.[Na+] (sodium bis(trimethylsilyl)amide). The solvent is C1CCOC1 (THF). Conditions: time 1 hour. Yields the product ClC1=C(C=C(C=N1)NC1=NC=C(C=C1C1=NC(=NC(=N1)C)N(CC1=CC=C(C=C1)OC)CC1=CC=C(C=C1)OC)[C@@H](C)N1CCN(CC1)S(=O)(=O)C)OC ((R)-4-(2-(6-Chloro-5-Methoxypyridin-3-Ylamino)-5-(1-(4-(Methylsulfonyl)Piperazin-1-yl)Ethyl)Pyridin-3-yl)-N,N-Bis(4-Methoxybenzyl)-6-Methyl-1,3,5-Triazin-2-Amine). The yield is 74.1%. Reaction SMILES: F[C:2]1[C:7]([C:8]2[N:13]=[C:12]([CH3:14])[N:11]=[C:10]([N:15]([CH2:25][C:26]3[CH:31]=[CH:30][C:29]([O:32][CH3:33])=[CH:28][CH:27]=3)[CH2:16][C:17]3[CH:22]=[CH:21][C:20]([O:23][CH3:24])=[CH:19][CH:18]=3)[N:9]=2)=[CH:6][C:5]([C@H:34]([N:36]2[CH2:41][CH2:40][N:39]([S:42]([CH3:45])(=[O:44])=[O:43])[CH2:38][CH2:37]2)[CH3:35])=[CH:4][N:3]=1.[Cl:46][C:47]1[N:52]=[CH:51][C:50]([NH2:53])=[CH:49][C:48]=1[O:54][CH3:55].C[Si]([N-][Si](C)(C)C)(C)C.[Na+]>C1COCC1>[Cl:46][C:47]1[N:52]=[CH:51][C:50]([NH:53][C:2]2[C:7]([C:8]3[N:13]=[C:12]([CH3:14])[N:11]=[C:10]([N:15]([CH2:16][C:17]4[CH:22]=[CH:21][C:20]([O:23][CH3:24])=[CH:19][CH:18]=4)[CH2:25][C:26]4[CH:27]=[CH:28][C:29]([O:32][CH3:33])=[CH:30][CH:31]=4)[N:9]=3)=[CH:6][C:5]([C@H:34]([N:36]3[CH2:37][CH2:38][N:39]([S:42]([CH3:45])(=[O:44])=[O:43])[CH2:40][CH2:41]3)[CH3:35])=[CH:4][N:3]=2)=[CH:49][C:48]=1[O:54][CH3:55] |f:2.3|. Procedure: At 0° C., a solution of (R)-4-(2-fluoro-5-(1-(4-(methylsulfonyl)piperazin-1-yl)ethyl)pyridin-3-yl)-N,N-bis(4-methoxybenzyl)-6-methyl-1,3,5-triazin-2-amine (Example 146, Step 6) (155 mg, 0.244 mmol) and 6-chloro-5-methoxypyridin-3-amine (Small Molecules, Inc) (77 mg, 0.488 mmol) in 1 mL of THF was treated with sodium bis(trimethylsilyl)amide (0.853 mL of 1.0 M solution in THF, 0.853 mmol) and the dark red solution was stirred at that temperature for 1 h. It was quenched with 4 mL of saturated aqu...